From a dataset of the Open Reaction Database (ORD), a public repository of structured organic reaction records. describe an organic reaction: reactants, conditions, products, and yield Isolated yield 94.1%. Product: N1CCC(CC1)OC=1SC2=C(N1)C=CC(=C2)C=2CCN(CC2)S(=O)(=O)CCC (2-(Piperidin-4-yloxy)-6-(1-(propylsulfonyl)-1,2,3,6-tetrahydropyridin-4-yl)benzo[d]thiazole). Reactants: C(C1=CC=CC=C1)N1CCC(CC1)OC=1SC2=C(N1)C=CC(=C2)C=2CCN(CC2)S(=O)(=O)CCC (2-(I-benzylpiperidin-4-yloxy)-6-(1-(propylsulfonyl)-1,2,3,6-tetrahydropyridin-4-yl)benzo[d]thiazole), C(OC(C)Cl)(=O)Cl (1-chloroethyl carbonochloridate). Reported procedure: To a solution of 2-(I-benzylpiperidin-4-yloxy)-6-(1-(propylsulfonyl)-1,2,3,6-tetrahydropyridin-4-yl)benzo[d]thiazole (1.812 g, 3.54 mmol) in dichloroethane (30 mL) at 0° C. was added 1-chloroethyl carbonochloridate (0.497 mL, 4.60 mmol). Upon completion of addition, the reaction mixture was stirred at 0° C. for 15 min and then heated to reflux, where it stirred for 1 h. At the conclusion of this period, the volatiles were removed under vacuum and the resulting sample was dissolved in MeOH (30 mL... As a reaction SMILES: C([N:8]1[CH2:13][CH2:12][CH:11]([O:14][C:15]2[S:16][C:17]3[CH:23]=[C:22]([C:24]4[CH2:25][CH2:26][N:27]([S:30]([CH2:33][CH2:34][CH3:35])(=[O:32])=[O:31])[CH2:28][CH:29]=4)[CH:21]=[CH:20][C:18]=3[N:19]=2)[CH2:10][CH2:9]1)C1C=CC=CC=1.C(Cl)(=O)OC(Cl)C>ClC(Cl)C.C(Cl)Cl>[NH:8]1[CH2:9][CH2:10][CH:11]([O:14][C:15]2[S:16][C:17]3[CH:23]=[C:22]([C:24]4[CH2:25][CH2:26][N:27]([S:30]([CH2:33][CH2:34][CH3:35])(=[O:32])=[O:31])[CH2:28][CH:29]=4)[CH:21]=[CH:20][C:18]=3[N:19]=2)[CH2:12][CH2:13]1. Run in C(Cl)Cl (CH2Cl2), ClC(C)Cl (dichloroethane). Run at temperature 0 celsius, time 15 minute. The reactants are O (water), OCC=1C=C(C=CC1)B(O)O ([3-(hydroxymethyl)phenyl]boronic acid), Cl.BrC=1C=C(C=CC1F)CN ([(3-bromo-4-fluorophenyl)methyl]amine hydrochloride), C([O-])([O-])=O.[K+].[K+] (potassium carbonate). Reagents/catalysts: [Pd].C1(=CC=CC=C1)P(C1=CC=CC=C1)C1=CC=CC=C1.C1(=CC=CC=C1)P(C1=CC=CC=C1)C1=CC=CC=C1.C1(=CC=CC=C1)P(C1=CC=CC=C1)C1=CC=CC=C1.C1(=CC=CC=C1)P(C1=CC=CC=C1)C1=CC=CC=C1 (tetrakis(triphenylphosphine)-palladium(0)). The solvent is O1CCOCC1 (1,4-dioxan). Run at temperature 150 celsius. The product is NCC=1C=CC(=C(C1)C1=CC(=CC=C1)CO)F ([5′-(Aminomethyl)-2′-fluoro-3-biphenylyl]methanol). Yield: 13.2%. As a reaction SMILES: [OH:1][CH2:2][C:3]1[CH:4]=[C:5](B(O)O)[CH:6]=[CH:7][CH:8]=1.Cl.Br[C:14]1[CH:15]=[C:16]([CH2:21][NH2:22])[CH:17]=[CH:18][C:19]=1[F:20].C(=O)([O-])[O-].[K+].[K+].O>O1CCOCC1.[Pd].C1(P(C2C=CC=CC=2)C2C=CC=CC=2)C=CC=CC=1.C1(P(C2C=CC=CC=2)C2C=CC=CC=2)C=CC=CC=1.C1(P(C2C=CC=CC=2)C2C=CC=CC=2)C=CC=CC=1.C1(P(C2C=CC=CC=2)C2C=CC=CC=2)C=CC=CC=1>[NH2:22][CH2:21][C:16]1[CH:15]=[CH:14][C:19]([F:20])=[C:18]([C:5]2[CH:6]=[CH:7][CH:8]=[C:3]([CH2:2][OH:1])[CH:4]=2)[CH:17]=1 |f:1.2,3.4.5,8.9.10.11.12|. Procedure details: To a solution of [3-(hydroxymethyl)phenyl]boronic acid (2 g, 13.2 mmol) in 1,4-dioxan (40 mL) was added [(3-bromo-4-fluorophenyl)methyl]amine hydrochloride (3.18 g, 13.2 mmol), potassium carbonate (9.1 g, 66 mmol) and tetrakis(triphenylphosphine)-palladium(0) (456 mg, 0.4 mmol). The mixture was split into 4×20 mL capacity microwave vials and each was treated with water (3 mL). The mixtures were each heated at 150° C. for 20 min. One sixth of the total reaction mixture was treated with water (100... Starting materials: FC1=CC=2C=3C(=CNC2C=C1N1CCNCC1)C(N(N3)C3=CC=CC=C3)=O (8-Fluoro-2-phenyl-7-piperazin-1-yl-2,5-dihydro-pyrazolo[4,3-c]quinolin-3-one), FC=1C(=CC=2C=3C(=CNC2C1)C(N(N3)C3=C(C=CC=C3)F)=O)F (7,8-Difluoro-2-(2′-fluorophenyl)-2,5-dihydro-pyrazolo-[4,3-c]quinolin-3-one), N1CCNCC1 (piperazine). Product: FC1=CC=2C=3C(=CNC2C=C1N1CCNCC1)C(N(N3)C3=C(C=CC=C3)F)=O (8-Fluoro-2-(2-fluorophenyl)-7-(piperazin-1-yl)-2,5-dihydro-pyrazolo[4,3-c]quinolin-3-one). Reaction SMILES: [F:1][C:2]1[C:11]([N:12]2[CH2:17][CH2:16][NH:15][CH2:14][CH2:13]2)=[CH:10][C:9]2[NH:8][CH:7]=[C:6]3[C:18](=[O:27])[N:19]([C:21]4[CH:26]=[CH:25][CH:24]=[CH:23][CH:22]=4)[N:20]=[C:5]3[C:4]=2[CH:3]=1.[F:28]C1C(F)=CC2C3C(C(=O)N(C4C=CC=CC=4F)N=3)=CNC=2C=1.N1CCNCC1>>[F:1][C:2]1[C:11]([N:12]2[CH2:13][CH2:14][NH:15][CH2:16][CH2:17]2)=[CH:10][C:9]2[NH:8][CH:7]=[C:6]3[C:18](=[O:27])[N:19]([C:21]4[CH:26]=[CH:25][CH:24]=[CH:23][C:22]=4[F:28])[N:20]=[C:5]3[C:4]=2[CH:3]=1. Procedure details: The title compound was prepared following the procedure described in the synthesis of 28a using 27c and piperazine. 1H-NMR (CD3OD) δ (ppm): 3.01 (4H, brm), 3.34 (4H, brm), 7.05 (1H, d, J=7.7 Hz), 7.16 (2H, m), 7.31 (1H, m), 7.40 (1H, m), 7.66 (1H, d, J=13.1 Hz), 8.44 (1H, s). m/z 382.2